The task is: describe an organic reaction: reactants, conditions, products, and yield. This data is from the Open Reaction Database (ORD), a public repository of structured organic reaction records. Starting materials: CC(C)(C)OC(=O)N1CCNCC1, CO, N#CCc1ccc(OCC2CO2)cc1. Product: CC(C)(C)OC(=O)N1CCN(CC(O)COc2ccc(CC#N)cc2)CC1. RXN SMILES: [C:15]([CH3:16])([CH3:17])([CH3:18])[O:19][C:20](=[O:21])[N:22]1[CH2:23][CH2:24][NH:25][CH2:26][CH2:27]1.[CH3:28][OH:29].[O:1]1[CH:2]([CH2:3][O:4][c:5]2[cH:6][cH:7][c:8]([CH2:9][C:10]#[N:11])[cH:12][cH:13]2)[CH2:14]1>>[OH:1][CH:2]([CH2:3][O:4][c:5]1[cH:6][cH:7][c:8]([CH2:9][C:10]#[N:11])[cH:12][cH:13]1)[CH2:14][N:25]1[CH2:24][CH2:23][N:22]([C:20]([O:19][C:15]([CH3:16])([CH3:17])[CH3:18])=[O:21])[CH2:27][CH2:26]1. Reactants: FC1=CC=C(C=C1)C1=C(N(N=N1)C)COC1=NC=C(C(=O)O)C=C1 (6-[5-(4-fluoro-phenyl)-3-methyl-3H-[1,2,3]triazol-4-ylmethoxy]-nicotinic acid), C(C)(C)N (isopropylamine). The product is FC1=CC=C(C=C1)C1=C(N(N=N1)C)COC1=NC=C(C(=O)NC(C)C)C=C1 (6-[5-(4-Fluoro-phenyl)-3-methyl-3H-[1,2,3]triazol-4-ylmethoxy]-N-isopropyl-nicotinamide). Yield: 65.0%. Reaction SMILES: [F:1][C:2]1[CH:7]=[CH:6][C:5]([C:8]2[N:12]=[N:11][N:10]([CH3:13])[C:9]=2[CH2:14][O:15][C:16]2[CH:24]=[CH:23][C:19]([C:20]([OH:22])=O)=[CH:18][N:17]=2)=[CH:4][CH:3]=1.[CH:25]([NH2:28])([CH3:27])[CH3:26]>>[F:1][C:2]1[CH:7]=[CH:6][C:5]([C:8]2[N:12]=[N:11][N:10]([CH3:13])[C:9]=2[CH2:14][O:15][C:16]2[CH:24]=[CH:23][C:19]([C:20]([NH:28][CH:25]([CH3:27])[CH3:26])=[O:22])=[CH:18][N:17]=2)=[CH:4][CH:3]=1. Procedure details: As described for example 10b, 6-[5-(4-fluoro-phenyl)-3-methyl-3H-[1,2,3]triazol-4-ylmethoxy]-nicotinic acid (94 mg, 0.29 mmol) was converted, using isopropylamine instead of 4-aminotetrahydropyran, to the title compound (69 mg, 65%) which was obtained as a white solid. MS: m/e=370.2 [M+H]+.